Dataset: the Open Reaction Database (ORD), a public repository of structured organic reaction records. Task: describe an organic reaction: reactants, conditions, products, and yield Starting materials: 17α-propynyl-17β,19-di(trimethylsiloxy)-5-androsten-3β-ol, 6α,17α-dimethyl-17β,19-di(trimethylsiloxy)-5-androsten-3-one, COC[C@]12CCC(CC1=C(C[C@H]1[C@@H]3CCC([C@@]3(C)CC[C@H]21)=O)C)=O (19-methoxy-6-methyl-5-androsten-3,17-dione), COC[C@]12CCC(CC1=CC[C@H]1[C@@H]3CCC([C@@]3(C)CC[C@H]21)=O)=O (19-methoxyandrost-5-ene-3,17-dione), COC[C@]12[C@@H](CC(CC1=CC[C@H]1[C@@H]3CCC([C@@]3(C)CC[C@H]21)=O)=O)C (19-methoxy-1β-methyl-5-androstene-3,17-dione). Product: 6α,17α-dimethyl-17β,19-di(trimethylsiloxy)-5-androsten-3β-ol, COC[C@]12CC[C@@H](CC1=CC[C@H]1[C@@H]3CC[C@@H]([C@@]3(C)CC[C@H]21)O)O (19-methoxyandrost-5-ene-3β,17β-diol), COC[C@]12[C@@H](C[C@@H](CC1=CC[C@H]1[C@@H]3CC[C@@H]([C@@]3(C)CC[C@H]21)O)O)C (19-methoxy-1β-methyl-5-androstene-3β,17β-diol), COC[C@]12CC[C@@H](CC1=C(C[C@H]1[C@@H]3CC[C@@H]([C@@]3(C)CC[C@H]21)O)C)O (19-methoxy-6-methyl-5-androsten-3β,17β-diol). Reaction SMILES: [CH3:1][O:2][CH2:3][C@@:4]12[C@@H:21]3[C@H:12]([C@H:13]4[C@@:17]([CH2:19][CH2:20]3)([CH3:18])[C:16](=[O:22])[CH2:15][CH2:14]4)[CH2:11][CH:10]=[C:9]1[CH2:8][C:7](=[O:23])[CH2:6][CH2:5]2.[CH3:24][O:25][CH2:26][C@@:27]12[C@@H:44]3[C@H:35]([C@H:36]4[C@@:40]([CH2:42][CH2:43]3)([CH3:41])[C:39](=[O:45])[CH2:38][CH2:37]4)[CH2:34][CH:33]=[C:32]1[CH2:31][C:30](=[O:46])[CH2:29][C@H:28]2[CH3:47].[CH3:48][O:49][CH2:50][C@@:51]12[C@@H:68]3[C@H:59]([C@H:60]4[C@@:64]([CH2:66][CH2:67]3)([CH3:65])[C:63](=[O:69])[CH2:62][CH2:61]4)[CH2:58][C:57]([CH3:70])=[C:56]1[CH2:55][C:54](=[O:71])[CH2:53][CH2:52]2>>[CH3:1][O:2][CH2:3][C@@:4]12[C@@H:21]3[C@H:12]([C@H:13]4[C@@:17]([CH2:19][CH2:20]3)([CH3:18])[C@@H:16]([OH:22])[CH2:15][CH2:14]4)[CH2:11][CH:10]=[C:9]1[CH2:8][C@@H:7]([OH:23])[CH2:6][CH2:5]2.[CH3:24][O:25][CH2:26][C@@:27]12[C@@H:44]3[C@H:35]([C@H:36]4[C@@:40]([CH2:42][CH2:43]3)([CH3:41])[C@@H:39]([OH:45])[CH2:38][CH2:37]4)[CH2:34][CH:33]=[C:32]1[CH2:31][C@@H:30]([OH:46])[CH2:29][C@H:28]2[CH3:47].[CH3:48][O:49][CH2:50][C@@:51]12[C@@H:68]3[C@H:59]([C@H:60]4[C@@:64]([CH2:66][CH2:67]3)([CH3:65])[C@@H:63]([OH:69])[CH2:62][CH2:61]4)[CH2:58][C:57]([CH3:70])=[C:56]1[CH2:55][C@@H:54]([OH:71])[CH2:53][CH2:52]2. Procedure: Substituting 6α,17α-dimethyl-17β,19-di(trimethylsiloxy)-5-androsten-3-one, 19-methoxyandrost-5-ene-3,17-dione, 19-methoxy-1β-methyl-5-androstene-3,17-dione and 19-methoxy-6-methyl-5-androsten-3,17-dione for the 17α-propynyl-17β,19-di(trimethylsiloxy)-5-androsten-3β-ol above results in the preparation of 6α,17α-dimethyl-17β,19-di(trimethylsiloxy)-5-androsten-3β-ol, 19-methoxyandrost-5-ene-3β,17β-diol, 19-methoxy-1β-methyl-5-androstene-3β,17β-diol and 19-methoxy-6-methyl-5-androsten-3β,17β-diol, r... The reactants are COC(C(CC1=CC(=C(C=C1)O)O)(C)NNC(=O)OC(C)(C)C)=O (2-(N′-tert-Butoxycarbonyl-hydrazino)-3-(3,4-dihydroxy-phenyl)-2-methyl-propionic acid methyl ester), BrC1OC(=O)C2=CC=CC=C12 (bromophthalide), C(=O)([O-])[O-].[Cs+].[Cs+] (Cs2CO3). The solvent is CC(=O)C (acetone). Run at temperature 40 celsius, time 16 hour. Product: COC(C(CC1=CC(=C(C=C1)OC1OC(C2=CC=CC=C12)=O)OC1OC(C2=CC=CC=C12)=O)(C)NN)=O (3-[3,4-Bis-(3-oxo-1,3-dihydro-isobenzofuran-1-yloxy)-phenyl]-2-hydrazino-2-methyl-propionic acid methyl ester). Yield: 64.2%. Reaction SMILES: [CH3:1][O:2][C:3](=[O:24])[C:4]([NH:15][NH:16]C(OC(C)(C)C)=O)([CH3:14])[CH2:5][C:6]1[CH:11]=[CH:10][C:9]([OH:12])=[C:8]([OH:13])[CH:7]=1.Br[CH:26]1[C:35]2[C:30](=[CH:31][CH:32]=[CH:33][CH:34]=2)[C:28](=[O:29])[O:27]1.[C:36]([O-:39])([O-])=[O:37].[Cs+].[Cs+]>CC(C)=O>[CH3:1][O:2][C:3](=[O:24])[C:4]([NH:15][NH2:16])([CH3:14])[CH2:5][C:6]1[CH:11]=[CH:10][C:9]([O:12][CH:26]2[C:35]3[C:30](=[CH:31][CH:32]=[CH:33][CH:34]=3)[C:28](=[O:29])[O:27]2)=[C:8]([O:13][CH:5]2[C:6]3[C:7](=[CH:8][CH:9]=[CH:10][CH:11]=3)[C:36](=[O:37])[O:39]2)[CH:7]=1 |f:2.3.4|. Reported procedure: A mixture of compound 108 (170 mg, 0.5 mmol), bromophthalide (213 mg, 1 mmol) and Cs2CO3 (325 mg, 1 mmol) in acetone was stirred at 40° C. for 16 h. After removing the solvent under reduced pressure, the residue was partitioned between 10% citric acid and ethyl acetate. The organic phase was separated and dried over MgSO4, and concentrated to dryness. The resulting residue was treated with 50% trifluoroacetic acid in dichloromethane at room temperature for 30 min. Removal of the solvent and puri... Yields the product C(C)OCC(C)C1CCCCCCCCCCC1 (2-cyclododecylpropyl ethyl ether). Run in O1CCCC1 (tetrahydrofuran). The yield is 95.9%. As a reaction SMILES: [CH:1]1([CH:13]([CH3:16])[CH2:14][OH:15])[CH2:12][CH2:11][CH2:10][CH2:9][CH2:8][CH2:7][CH2:6][CH2:5][CH2:4][CH2:3][CH2:2]1.[H-].[Na+].S(OCC)(O[CH2:23][CH3:24])(=O)=O>O1CCCC1>[CH2:23]([O:15][CH2:14][CH:13]([CH:1]1[CH2:12][CH2:11][CH2:10][CH2:9][CH2:8][CH2:7][CH2:6][CH2:5][CH2:4][CH2:3][CH2:2]1)[CH3:16])[CH3:24] |f:1.2|. Reactants: C1(CCCCCCCCCCC1)C(CO)C (2-cyclododecylpropan-l-ol), [H-].[Na+] (sodium hydride), S(=O)(=O)(OCC)OCC (diethyl sulfate). Procedure: 15 g of 2-cyclododecylpropan-l-ol were stirred with 4 g of sodium hydride in 150 ml of tetrahydrofuran for two hours at the boiling temperature excluding air. 6 g of diethyl sulfate were then added dropwise, and the mixture was refluxed for a further two hours. The cooled reaction mixture was poured onto ice and extracted by stirring with 20 ml of 10% strength NaOH and 50 ml of tert.-butyl methyl ether. The aqueous layer was again extracted by shaking with tert.-butyl methyl ether, and the combi...